From a dataset of the Open Reaction Database (ORD), a public repository of structured organic reaction records. describe an organic reaction: reactants, conditions, products, and yield The reactants are C#CCCCCCC (1-octyne), C1(=CC=CC=C1)C#C (phenylacetylene), COC=1C=C(C#N)C=CC1 (3-methoxybenzonitrile). Run in C(C1=CC=CC=C1)#N (benzonitrile). Run at time 23 hour. The product is COC1=CC(=CC=C1)C#CCCCCCC (1-methoxy-3-(1-octynyl)benzene). Isolated yield 80.0%. Reaction SMILES: [CH:1]#[C:2][CH2:3][CH2:4][CH2:5][CH2:6][CH2:7]C.C1(C#C)C=CC=CC=1.[CH3:17][O:18][C:19]1[CH:20]=[C:21]([CH:24]=[CH:25][CH:26]=1)[C:22]#N>C(#N)C1C=CC=CC=1>[CH3:17][O:18][C:19]1[CH:26]=[CH:25][CH:24]=[C:21]([C:22]#[C:1][CH2:2][CH2:3][CH2:4][CH2:5][CH2:6][CH3:7])[CH:20]=1. Reported procedure: The procedure was identical to Example 1, with the exception that 1-octyne (0.590 ml; 0.441 g; 4.00 mmol) was used as a substrate instead of phenylacetylene and 3-methoxybenzonitrile (0.245 ml; 0.266 g; 2.00 mmol) was used as a substrate instead of benzonitrile. GC analysis of the organic phase of the hydrolyzed reaction sample after 23 h at 65° C. showed the presence of 1.60 mmol (80% yield) of 1-methoxy-3-(1-octynyl)benzene and no remaining 3-methoxybenzonitrile in the reaction mixture.